From a dataset of the Open Reaction Database (ORD), a public repository of structured organic reaction records. describe an organic reaction: reactants, conditions, products, and yield Starting materials: Cc1cccc(C)c1N=C=O, Nc1cc(Nc2cccc(Cl)c2)ncn1. Yields the product Cc1cccc(C)c1NC(=O)Nc1cc(Nc2cccc(Cl)c2)ncn1. As a reaction SMILES: [CH3:16][c:17]1[c:18]([N:24]=[C:25]=[O:26])[c:19]([CH3:23])[cH:20][cH:21][cH:22]1.[Cl:1][c:2]1[cH:3][c:4]([NH:8][c:9]2[n:10][cH:11][n:12][c:13]([NH2:15])[cH:14]2)[cH:5][cH:6][cH:7]1>>[Cl:1][c:2]1[cH:3][c:4]([NH:8][c:9]2[n:10][cH:11][n:12][c:13]([NH:15][C:25]([NH:24][c:18]3[c:17]([CH3:16])[cH:22][cH:21][cH:20][c:19]3[CH3:23])=[O:26])[cH:14]2)[cH:5][cH:6][cH:7]1.